Dataset: the Open Reaction Database (ORD), a public repository of structured organic reaction records. Task: describe an organic reaction: reactants, conditions, products, and yield Starting materials: OC=1C=C2C=CC(=CC2=CC1)C(=O)O (6-hydroxy-2-naphthoic acid), [OH-].[Na+] (sodium hydroxide), C(C=C)(=O)Cl (acryloyl chloride), Cl (hydrochloric acid), ice water. The solvent is O (water). Run at time 3 hour. Product: desired product, C(C=C)(=O)OC=1C=C2C=CC(=CC2=CC1)C(=O)O (6-acryloyloxy-2-naphthoic acid). RXN SMILES: [OH:1][C:2]1[CH:3]=[C:4]2[C:9](=[CH:10][CH:11]=1)[CH:8]=[C:7]([C:12]([OH:14])=[O:13])[CH:6]=[CH:5]2.[OH-].[Na+].[C:17](Cl)(=[O:20])[CH:18]=[CH2:19].Cl>O>[C:17]([O:1][C:2]1[CH:3]=[C:4]2[C:9](=[CH:10][CH:11]=1)[CH:8]=[C:7]([C:12]([OH:14])=[O:13])[CH:6]=[CH:5]2)(=[O:20])[CH:18]=[CH2:19] |f:1.2|. Procedure: To a stirred mixture of 3.00 g (16 mmol) of 6-hydroxy-2-naphthoic acid, 40 mmol of sodium hydroxide, and 16 g of water, 1.59 g (18 mmol) of acryloyl chloride was added at 20° C., and the reaction was performed for 3 hours. After the reaction, the mixture was acidified by adding 4-mol/l hydrochloric acid dropwise and chilled with ice-water. The resultant precipitate was collected by filtration, dried in an oven at 40° C., and recrystallized from methanol-THF (2:3) mixed solvent to yield the desir...